Dataset: the Open Reaction Database (ORD), a public repository of structured organic reaction records. Task: describe an organic reaction: reactants, conditions, products, and yield Starting materials: C(C)O[C@H](C(=O)O)C ((s)-2-ethoxypropionic acid), S(=O)(Cl)Cl (thionyl chloride), CCCCCC.C(C)(=O)OCC (hexane ethyl acetate). Reaction conditions: time 20 hour. Product: C(C)O[C@H](C(=O)OC1=CC=C(C=C1)O)C (4-hydroxyphenyl (s)-2-ethoxypropionate). RXN SMILES: [CH2:1]([O:3][C@@H:4]([CH3:8])[C:5]([OH:7])=[O:6])[CH3:2].S(Cl)(Cl)=O.[CH3:13][CH2:14][CH2:15][CH2:16][CH2:17][CH3:18].C(OCC)(=[O:21])C>>[CH2:1]([O:3][C@@H:4]([CH3:8])[C:5]([O:7][C:15]1[CH:14]=[CH:13][C:18]([OH:21])=[CH:17][CH:16]=1)=[O:6])[CH3:2] |f:2.3|. Procedure: 5.6 g of the resulting (s)-2-ethoxypropionic acid was added to 10 ml of thionyl chloride, and the mixture was refluxed for 5 hours. Thionyl chloride was then evaporated under reduced pressure, and a solution of 9.0 g of hydroquinone in 50 ml of dry pyridine was added, and the mixture was stirred at 30° to 40° C. for 20 hours. The reaction mixture was dissolved in a large amount of ethyl acetate, washed with dilute hydrochloric acid several times and then with water, and dried over anhydrous sodi... The reactants are C(C)=O (acetaldehyde), [O-]C#N.[Na+] (sodium cyanate), ClC1=CC=C(C=C1)NN (4-chlorophenylhydrazine). Solvent: C(C)(C)(C)O.O (tert-butanol water), O (water), O (water), C(C)(C)(C)O.O (tert-butanol water). Run at temperature 20 celsius, time 5 minute. Yields the product ClC1=CC=C(C=C1)N1N=C(NC1=O)C (1-(4-chlorophenyl)-4,5-dihydro-3-methyl-1,2,4-triazol-5(1H)-one). RXN SMILES: [Cl:1][C:2]1[CH:7]=[CH:6][C:5]([NH:8][NH2:9])=[CH:4][CH:3]=1.[CH:10](=O)[CH3:11].[O-:13][C:14]#[N:15].[Na+]>C(O)(C)(C)C.O.O>[Cl:1][C:2]1[CH:7]=[CH:6][C:5]([N:8]2[C:14](=[O:13])[NH:15][C:10]([CH3:11])=[N:9]2)=[CH:4][CH:3]=1 |f:2.3,4.5|. Procedure: A stirring solution of 71.3 grams (0.500 mole) of 4-chlorophenylhydrazine in 175 ml of tert-butanol/water (88/12) is cooled to 0° to 5° C., and a solution of 23.4 grams (0.525 mole) of acetaldehyde in 54 grams of tert-butanol/water (88/12) is added dropwise during a 20 minute period. Upon completion of addition, the reaction mixture is stirred for five minutes, and a slurry of 39.8 grams (91.5% pure--0.560 mole--12% molar excess) of sodium cyanate in 90 grams of water is added in one portion. Ad... The reactants are FC1=C(C=CC(=C1)F)C1=CC(=CC(=C1)N1C=NC2=C1C=CC(=C2)C=2N=NN(C2)CCC(C)(C)O)NC(C)=O (N-(2′,4′-difluoro-5-(5-(1-(3-hydroxy-3-methylbutyl)-1H-1,2,3-triazol-4-yl)-1H-benzo[d]imidazol-1-yl)biphenyl-3-yl)acetamide), C1(CC1)S(=O)(=O)Cl (cyclopropane sulfonyl chloride). The product is FC1=C(C=CC(=C1)F)C1=CC(=CC(=C1)N1C=NC2=C1C=CC(=C2)C=2N=NN(C2)CCC(C)(C)O)NS(=O)(=O)C2CC2 (N-(2′,4′-difluoro-5-(5-(1-(3-hydroxy-3-methylbutyl)-1H-1,2,3-triazol-4-yl)-1H-benzo[d]imidazol-1-yl)biphenyl-3-yl)cyclopropanesulfonamide). Reaction SMILES: [F:1][C:2]1[CH:7]=[C:6]([F:8])[CH:5]=[CH:4][C:3]=1[C:9]1[CH:14]=[C:13]([N:15]2[C:19]3[CH:20]=[CH:21][C:22]([C:24]4[N:25]=[N:26][N:27]([CH2:29][CH2:30][C:31]([OH:34])([CH3:33])[CH3:32])[CH:28]=4)=[CH:23][C:18]=3[N:17]=[CH:16]2)[CH:12]=[C:11]([NH:35]C(=O)C)[CH:10]=1.[CH:39]1([S:42](Cl)(=[O:44])=[O:43])[CH2:41][CH2:40]1>>[F:1][C:2]1[CH:7]=[C:6]([F:8])[CH:5]=[CH:4][C:3]=1[C:9]1[CH:14]=[C:13]([N:15]2[C:19]3[CH:20]=[CH:21][C:22]([C:24]4[N:25]=[N:26][N:27]([CH2:29][CH2:30][C:31]([OH:34])([CH3:32])[CH3:33])[CH:28]=4)=[CH:23][C:18]=3[N:17]=[CH:16]2)[CH:12]=[C:11]([NH:35][S:42]([CH:39]2[CH2:41][CH2:40]2)(=[O:44])=[O:43])[CH:10]=1. Reported procedure: The compound was prepared from the compound of Example 44 using the procedures of Example 45 and cyclopropane sulfonyl chloride. 1H NMR (400 MHz, CD3OD): δ 9.09 (s, 1H), 8.47 (s, 1H), 8.30 (s, 1H), 8.0 (d, 1H), 7.83 (d, 1H), 7.69-7.60 (m, 4H), 7.17-7.10 (m, 2H), 4.62-4.58 (m, 2H), 2.78-2.69 (m, 1H), 2.17-2.13 (m, 2H), 1.29-1.15 (m, 8H), 1.10-1.02 (m, 2H); LC-MS (ESI): Calculated mass: 578.63; Observed mass: 579.2 [M+H]+ (rt: 1.449 min). The reactants are Cl (HCl), 5.73, BrC=1C=CC=C2C=CC(=CC12)C(=O)OC (8-Bromo-2-naphthoic acid, methyl ester), [OH-].[Na+] (NaOH). Run in C(C)O (ethanol). Reaction conditions: time 1 hour. Yields the product BrC=1C=CC=C2C=CC(=CC12)C(=O)O (8-bromo-2-naphthoic acid). Isolated yield 99.0%. Reaction SMILES: [Br:1][C:2]1[CH:3]=[CH:4][CH:5]=[C:6]2[C:11]=1[CH:10]=[C:9]([C:12]([O:14]C)=[O:13])[CH:8]=[CH:7]2.[OH-].[Na+].Cl>C(O)C>[Br:1][C:2]1[CH:3]=[CH:4][CH:5]=[C:6]2[C:11]=1[CH:10]=[C:9]([C:12]([OH:14])=[O:13])[CH:8]=[CH:7]2 |f:1.2|. Procedure details: To a stirred solution of 5.73 (21.6 mmoles) of 8-bromo-2-naphthoic acid, methyl ester (VIII) in 50.0 mL of ethanol was added 21.6 mL (216 mmoles) of 10N NaOH at room temperature. After 1 hour, an excess of 1N HCl was added. The precipitate was collected, washed with 1N HCl and air dried to give 5.40 g (yield: 99%) of 8-bromo-2-naphthoic acid; 1H-NMR: δ13.35 (bs, 1H), 8.80, (s, 1H), 8.11 (m, 3H), 7.98 (d, J=8.0 Hz, 1H), 7.59 (dd, J=7.2 Hz, 1H).